This data is from the Open Reaction Database (ORD), a public repository of structured organic reaction records. The task is: describe an organic reaction: reactants, conditions, products, and yield The reactants are Cn1c(Cl)nc(-c2ccncc2)c(-c2cccc(Br)c2)c1=O, CCN(C(C)C)C(C)C, CC(C)NCC1CCCN1, Cn1c(Cl)nc(-c2ccncc2)c(-c2ccc3ccccc3c2)c1=O, ClCCl. Yields the product CC(C)NCC1CCCN1c1nc(-c2ccncc2)c(-c2ccc3ccccc3c2)c(=O)n1C. Reaction SMILES: [Br:45][c:46]1[cH:47][c:48](-[c:49]2[c:50](=[O:51])[n:52]([CH3:53])[c:54]([Cl:55])[n:56][c:57]2-[c:58]2[cH:59][cH:60][n:61][cH:62][cH:63]2)[cH:64][cH:65][cH:66]1.[CH:11]([N:12]([CH:13]([CH3:14])[CH3:15])[CH2:16][CH3:17])([CH3:18])[CH3:19].[CH:1]([CH3:2])([CH3:3])[NH:4][CH2:5][CH:6]1[NH:7][CH2:8][CH2:9][CH2:10]1.[Cl:20][c:21]1[n:22][c:23](-[c:39]2[cH:40][cH:41][n:42][cH:43][cH:44]2)[c:24](-[c:29]2[cH:30][c:31]3[cH:32][cH:33][cH:34][cH:35][c:36]3[cH:37][cH:38]2)[c:25](=[O:28])[n:26]1[CH3:27].[Cl:67][CH2:68][Cl:69]>>[CH:1]([CH3:2])([CH3:3])[NH:4][CH2:5][CH:6]1[N:7]([c:21]2[n:22][c:23](-[c:39]3[cH:40][cH:41][n:42][cH:43][cH:44]3)[c:24](-[c:29]3[cH:30][c:31]4[cH:32][cH:33][cH:34][cH:35][c:36]4[cH:37][cH:38]3)[c:25](=[O:28])[n:26]2[CH3:27])[CH2:8][CH2:9][CH2:10]1. The reactants are C(O)([O-])=O.[Na+] (sodium hydrogencarbonate), C1(=CC=CC=C1)C=1CCN(CC1)C1=NC(=NC(=C1)C)Cl (4-(4-Phenyl-1,2,3,6-tetrahydropyridin-1-yl)-2-chloro-6-methylpyrimidine), Cl.BrC1=C(N)C=CC(=C1)C(C)C (2-bromo-4-isopropylaniline hydrochloride), C(C)(C)N(CC)C(C)C (diisopropylethylamine). Run in C(CO)O (ethylene glycol). The product is BrC1=C(C=CC(=C1)C(C)C)NC1=NC(=CC(=N1)N1CCC(=CC1)C1=CC=CC=C1)C (2-[N-(2-bromo-4-isopropylphenyl)amino]-4-(4-phenyl-1,2,3,6-tetrahydropyridin-1-yl)-6-methylpyrimidine). Yield: 60.7%. RXN SMILES: [C:1]1([C:7]2[CH2:8][CH2:9][N:10]([C:13]3[CH:18]=[C:17]([CH3:19])[N:16]=[C:15](Cl)[N:14]=3)[CH2:11][CH:12]=2)[CH:6]=[CH:5][CH:4]=[CH:3][CH:2]=1.Cl.[Br:22][C:23]1[CH:29]=[C:28]([CH:30]([CH3:32])[CH3:31])[CH:27]=[CH:26][C:24]=1[NH2:25].C(N(C(C)C)CC)(C)C.C(=O)([O-])O.[Na+]>C(O)CO>[Br:22][C:23]1[CH:29]=[C:28]([CH:30]([CH3:31])[CH3:32])[CH:27]=[CH:26][C:24]=1[NH:25][C:15]1[N:14]=[C:13]([N:10]2[CH2:11][CH:12]=[C:7]([C:1]3[CH:6]=[CH:5][CH:4]=[CH:3][CH:2]=3)[CH2:8][CH2:9]2)[CH:18]=[C:17]([CH3:19])[N:16]=1 |f:1.2,4.5|. Procedure details: 4-(4-Phenyl-1,2,3,6-tetrahydropyridin-1-yl)-2-chloro-6-methylpyrimidine (466 mg), 408 mg of 2-bromo-4-isopropylaniline hydrochloride and 232 mg of diisopropylethylamine were heated in 5 ml of ethylene glycol under reflux for 1 hour. The reaction solution was poured into a saturated aqueous solution of sodium hydrogencarbonate and extracted with ethyl acetate. The extract was washed successively with water and a saturated aqueous solution of sodium chloride and dried over anhydrous sodium sulfate... Reactants: N#CC[P+](c1ccccc1)(c1ccccc1)c1ccccc1, CO, CN(C)C=O, [Cl-], [Cl-], O=Cc1ccc(Cl)cn1, [H-], [Na+], C1CCOC1, [PH4+]. The product is N#CC=Cc1ccc(Cl)cn1. Reaction SMILES: [C:5](#[N:6])[CH2:7][P+:8]([c:9]1[cH:10][cH:11][cH:12][cH:13][cH:14]1)([c:15]1[cH:16][cH:17][cH:18][cH:19][cH:20]1)[c:21]1[cH:22][cH:23][cH:24][cH:25][cH:26]1.[CH3:37][OH:38].[CH3:44][N:45]([CH3:46])[CH:47]=[O:48].[Cl-:27].[Cl-:3].[Cl:28][c:29]1[cH:30][cH:31][c:32]([CH:35]=[O:36])[n:33][cH:34]1.[H-:1].[Na+:2].[O:39]1[CH2:40][CH2:41][CH2:42][CH2:43]1.[PH4+:4]>>[C:5](#[N:6])[CH:7]=[CH:35][c:32]1[cH:31][cH:30][c:29]([Cl:28])[cH:34][n:33]1. Starting materials: BrC=1C=C2C(=C(C=NC2=CC1)C(=O)C1CC1)NC1=CC=C(C=C1)C(C)(C)NC(OC(C)(C)C)=O (tert-butyl 2-{4-[6-bromo-3-(cyclopropanecarbonyl)quinolin-4-ylamino]phenyl}propan-2-ylcarbamate), ClC1=C(C(=CC(=C1)B1OC(C(O1)(C)C)(C)C)Cl)O (2,6-dichloro-4-(4,4,5,5-tetramethyl-1,3,2-dioxaborolan-2-yl)phenol). The product is C1(CC1)C(=O)C=1C=NC2=CC=C(C=C2C1NC1=CC=C(C=C1)C(C)(C)NC(OC(C)(C)C)=O)C1=CC(=C(C(=C1)Cl)O)Cl (tert-Butyl 2-{4-[3-(cyclopropanecarbonyl)-6-(3,5-dichloro-4-hydroxyphenyl)quinolin-4-ylamino]phenyl}propan-2-ylcarbamate). Yield: 85.3%. RXN SMILES: Br[C:2]1[CH:3]=[C:4]2[C:9](=[CH:10][CH:11]=1)[N:8]=[CH:7][C:6]([C:12]([CH:14]1[CH2:16][CH2:15]1)=[O:13])=[C:5]2[NH:17][C:18]1[CH:23]=[CH:22][C:21]([C:24]([NH:27][C:28](=[O:34])[O:29][C:30]([CH3:33])([CH3:32])[CH3:31])([CH3:26])[CH3:25])=[CH:20][CH:19]=1.[Cl:35][C:36]1[CH:41]=[C:40](B2OC(C)(C)C(C)(C)O2)[CH:39]=[C:38]([Cl:51])[C:37]=1[OH:52]>>[CH:14]1([C:12]([C:6]2[CH:7]=[N:8][C:9]3[C:4]([C:5]=2[NH:17][C:18]2[CH:23]=[CH:22][C:21]([C:24]([NH:27][C:28](=[O:34])[O:29][C:30]([CH3:33])([CH3:31])[CH3:32])([CH3:25])[CH3:26])=[CH:20][CH:19]=2)=[CH:3][C:2]([C:40]2[CH:41]=[C:36]([Cl:35])[C:37]([OH:52])=[C:38]([Cl:51])[CH:39]=2)=[CH:11][CH:10]=3)=[O:13])[CH2:15][CH2:16]1. Procedure: Following general procedure F, tert-butyl 2-{4-[6-bromo-3-(cyclopropanecarbonyl)quinolin-4-ylamino]phenyl}propan-2-ylcarbamate (76 mg, 0.145 mmol) was reacted with 2,6-dichloro-4-(4,4,5,5-tetramethyl-1,3,2-dioxaborolan-2-yl)phenol (63 mg, 0.212 mmol) to afford the crude product (75 mg) as a yellow solid: ESI MS m/z 606 [C33H33Cl2N3O4+H]+. Reactants: OC1=C2CCCC(C2=CC=C1O)=O (5.6-Dihydroxy-1-tetralone), C([O-])([O-])=O.[Cs+].[Cs+] (cesium carbonate), BrCCl (bromochloromethane). Run in CN(C)C=O (DMF). Reaction conditions: temperature 100 celsius, time 2 hour. Product: C1OC2=C3CCCC(C3=CC=C2O1)=O (5,6-Methylenedioxy-1-tetralone). Isolated yield 93.4%. Reaction SMILES: [OH:1][C:2]1[C:11]([OH:12])=[CH:10][CH:9]=[C:8]2[C:3]=1[CH2:4][CH2:5][CH2:6][C:7]2=[O:13].[C:14](=O)([O-])[O-].[Cs+].[Cs+].BrCCl>CN(C=O)C>[CH2:14]1[O:12][C:11]2[C:2](=[C:3]3[C:8](=[CH:9][CH:10]=2)[C:7](=[O:13])[CH2:6][CH2:5][CH2:4]3)[O:1]1 |f:1.2.3|. Procedure details: To a solution of the product of Example 177 (30 g) in DMF (390 ml) was added cesium carbonate (83 g) followed by bromochloromethane (33 g) and the resulting mixture heated to 100 ° C. and mechanically stirred for 2 hours. The reaction was cooled, filtered and the solids washed with ethyl acetate. The filtrate concentrated and the residue taken up into water and toluene. The layers were separate and the aqueous layer reextracted with toluene. The extracts were combined, dried (MgSO4), filtered, t... Reactants: FC(C(C1=CC=CC=C1)(F)F)(F)C1=CC=C(C#N)C=C1 (4-(α,α,β,β-tetrafluorophenethyl)-benzonitrile), O1CCCC1 (tetrahydrofuran), C[Mg]Br (methylmagnesium bromide). Run in CCOCC (ether), O (water), CCOCC (ether). Product: FC(C(C1=CC=CC=C1)(F)F)(F)C1=CC=C(C=C1)C(C)=O (4'-(α,α,β,β-Tetrafluorophenethyl)-acetophenone). RXN SMILES: [F:1][C:2]([C:13]1C=CC(C#N)=[CH:15][CH:14]=1)([F:12])[C:3]([F:11])([F:10])[C:4]1[CH:9]=[CH:8][CH:7]=[CH:6][CH:5]=1.[O:21]1[CH2:25][CH2:24][CH2:23][CH2:22]1.[CH3:26][Mg]Br>CCOCC.O>[F:1][C:2]([C:13]1[CH:14]=[CH:15][C:24]([C:25](=[O:21])[CH3:26])=[CH:23][CH:22]=1)([F:12])[C:3]([F:10])([F:11])[C:4]1[CH:9]=[CH:8][CH:7]=[CH:6][CH:5]=1. Procedure details: A solution of 3.3 g. (0.0118 mole) of 4-(α,α,β,β-tetrafluorophenethyl)-benzonitrile in 25 ml. of dry, peroxidefree tetrahydrofuran is added dropwise to a stirred solution of about 0.03 mole of methylmagnesium bromide in 25 ml. of absolute ether in a nitrogen atmosphere. The mixture is stirred at reflux for about 26 hours. After cooling in an ice-bath, the adduct is hydrolyzed by the dropwise addition of about 5 ml. of water and the mixture is diluted with about 50 ml. of ether. The organic phase... The reactants are N1=CC=C(C=C1)C=O (4-pyridine carboxaldehyde), C(C)(C)(C)OCCN (O-tert butyl ethanolamine), Intermediate 16. Product: C(C)(C)(C)OCCNCC1=CC=NC=C1 (2-tert-Butoxy-N-(pyridin-4-ylmethyl)ethanamine). As a reaction SMILES: [N:1]1[CH:6]=[CH:5][C:4]([CH:7]=O)=[CH:3][CH:2]=1.[C:9]([O:13][CH2:14][CH2:15][NH2:16])([CH3:12])([CH3:11])[CH3:10]>>[C:9]([O:13][CH2:14][CH2:15][NH:16][CH2:7][C:4]1[CH:3]=[CH:2][N:1]=[CH:6][CH:5]=1)([CH3:12])([CH3:11])[CH3:10]. Procedure: Using 4-pyridine carboxaldehyde and O-tert butyl ethanolamine, and the synthetic procedure described for Intermediate 16, a crude sample of the title compound was prepared, which was used directly in the next stage of the synthetic sequence.